Task: describe an organic reaction: reactants, conditions, products, and yield. Dataset: the Open Reaction Database (ORD), a public repository of structured organic reaction records Product: CCSc1cnc(Cl)c(Cl)c1. Starting materials: CCSSCC, ClCCl, CC(C)(C)ON=O, Nc1cnc(Cl)c(Cl)c1. Reaction SMILES: [CH2:10]([CH3:11])[S:12][S:13][CH2:14][CH3:15].[CH2:23]([Cl:24])[Cl:25].[N:16]([O:17][C:18]([CH3:19])([CH3:20])[CH3:21])=[O:22].[NH2:1][c:2]1[cH:3][n:4][c:5]([Cl:9])[c:6]([Cl:8])[cH:7]1>>[c:2]1([S:12][CH2:10][CH3:11])[cH:3][n:4][c:5]([Cl:9])[c:6]([Cl:8])[cH:7]1. The reactants are [Cl-].[Al+3].[Cl-].[Cl-] (aluminum chloride), CC1(OC2=C(C(C1)C1=NC=CC=C1)C=CC=C2)C (3,4-dihydro-2,2-dimethyl-4-(2-pyridyl)-2H-1benzopyran), IC1=C(C(=O)Cl)C=CC=C1 (2-iodobenzoyl chloride). The solvent is C(C)OCC (diethyl ether), [N+](=O)([O-])C (nitromethane). Reaction conditions: temperature 0 celsius, time 1 hour. The product is CC1(OC2=C(C(C1)C1=NC=CC=C1)C=C(C=C2)C(C2=C(C=CC=C2)I)=O)C (3,4-dihydro-2,2-dimethyl-6-(2-iodobenzoyl)-4-(2-pyridyl)-2H-1-benzopyran). Isolated yield 46.9%. Reaction SMILES: [CH3:1][C:2]1([CH3:18])[CH2:7][CH:6]([C:8]2[CH:13]=[CH:12][CH:11]=[CH:10][N:9]=2)[C:5]2[CH:14]=[CH:15][CH:16]=[CH:17][C:4]=2[O:3]1.[Cl-].[Al+3].[Cl-].[Cl-].[I:23][C:24]1[CH:32]=[CH:31][CH:30]=[CH:29][C:25]=1[C:26](Cl)=[O:27]>[N+](C)([O-])=O.C(OCC)C>[CH3:1][C:2]1([CH3:18])[CH2:7][CH:6]([C:8]2[CH:13]=[CH:12][CH:11]=[CH:10][N:9]=2)[C:5]2[CH:14]=[C:15]([C:26](=[O:27])[C:25]3[CH:29]=[CH:30][CH:31]=[CH:32][C:24]=3[I:23])[CH:16]=[CH:17][C:4]=2[O:3]1 |f:1.2.3.4|. Procedure details: 250 mg of 3,4-dihydro-2,2-dimethyl-4-(2-pyridyl)-2H-1benzopyran were dissolved in 10 ml of nitromethane and cooled in an ice-bath under a nitrogen atmosphere. 280 mg of finely powdered aluminum chloride were added followed, after 5 minutes, by 700 mg of 2-iodobenzoyl chloride. After stirring at 0° C. for 30 minutes and at room temperature for 1 hour the mixture was diluted with diethyl ether and washed with sodium hydroxide solution. The organic phase was dried over sodium sulphate and evaporate...